Dataset: the Open Reaction Database (ORD), a public repository of structured organic reaction records. Task: describe an organic reaction: reactants, conditions, products, and yield Starting materials: CCOC(=O)Cc1ccccc1, CN(C)P(=O)(N(C)C)N(C)C, CN(C)P(=O)(N(C)C)N(C)C, CC(C)[N-]C(C)C, ICC1CCCC1, [Li+], C1CCOC1. Yields the product CCOC(=O)C(CC1CCCC1)c1ccccc1. Reaction SMILES: [CH2:9]([CH3:10])[O:11][C:12]([CH2:13][c:14]1[cH:15][cH:16][cH:17][cH:18][cH:19]1)=[O:20].[CH3:28][N:29]([CH3:30])[P:31]([N:32]([CH3:33])[CH3:34])([N:35]([CH3:36])[CH3:37])=[O:38].[CH3:44][N:45]([P:46]([N:47]([CH3:48])[CH3:49])([N:50]([CH3:51])[CH3:52])=[O:53])[CH3:54].[CH:1]([N-:2][CH:3]([CH3:4])[CH3:5])([CH3:6])[CH3:7].[I:21][CH2:22][CH:23]1[CH2:24][CH2:25][CH2:26][CH2:27]1.[Li+:8].[O:39]1[CH2:40][CH2:41][CH2:42][CH2:43]1>>[CH2:9]([CH3:10])[O:11][C:12]([CH:13]([c:14]1[cH:15][cH:16][cH:17][cH:18][cH:19]1)[CH2:22][CH:23]1[CH2:24][CH2:25][CH2:26][CH2:27]1)=[O:20].